This data is from the Open Reaction Database (ORD), a public repository of structured organic reaction records. The task is: describe an organic reaction: reactants, conditions, products, and yield Starting materials: COc1cccc(OC(F)(F)F)c1, COc1ccccc1C1(CC(=O)N2CCC(c3ccncc3)CC2)C(=O)Nc2ccc(Cl)cc21, O=S(=O)(Cl)Cl. Product: COc1ccccc1C1(CC(=O)N2CCC(c3ccncc3)CC2)C(=O)N(S(=O)(=O)c2ccc(OC(F)(F)F)cc2OC)c2ccc(Cl)cc21. As a reaction SMILES: [CH3:40][O:41][c:42]1[cH:43][cH:44][cH:45][c:46]([O:48][C:49]([F:50])([F:51])[F:52])[cH:47]1.[Cl:1][c:2]1[cH:3][c:4]2[c:8]([cH:9][cH:10]1)[NH:7][C:6](=[O:11])[C:5]2([CH2:12][C:13]([N:14]1[CH2:15][CH2:16][CH:17]([c:20]2[cH:21][cH:22][n:23][cH:24][cH:25]2)[CH2:18][CH2:19]1)=[O:26])[c:27]1[c:28]([O:33][CH3:34])[cH:29][cH:30][cH:31][cH:32]1.[S:35](=[O:36])(=[O:37])([Cl:38])[Cl:39]>>[Cl:1][c:2]1[cH:3][c:4]2[c:8]([cH:9][cH:10]1)[N:7]([S:35](=[O:36])(=[O:37])[c:43]1[c:42]([O:41][CH3:40])[cH:47][c:46]([O:48][C:49]([F:50])([F:51])[F:52])[cH:45][cH:44]1)[C:6](=[O:11])[C:5]2([CH2:12][C:13]([N:14]1[CH2:15][CH2:16][CH:17]([c:20]2[cH:21][cH:22][n:23][cH:24][cH:25]2)[CH2:18][CH2:19]1)=[O:26])[c:27]1[c:28]([O:33][CH3:34])[cH:29][cH:30][cH:31][cH:32]1. Starting materials: COc1cc(-c2nn(C)c(C(F)(F)F)c2Cl)c(F)cc1Cl, O, O=[N+]([O-])O, O=S(=O)(O)O. The product is COc1c(Cl)cc(F)c(-c2nn(C)c(C(F)(F)F)c2Cl)c1[N+](=O)[O-]. RXN SMILES: [Cl:1][c:2]1[c:3](-[c:12]2[c:13]([F:21])[cH:14][c:15]([Cl:20])[c:16]([O:18][CH3:19])[cH:17]2)[n:4][n:5]([CH3:11])[c:6]1[C:7]([F:8])([F:9])[F:10].[OH2:31].[OH:27][N+:28]([O-:29])=[O:30].[S:22](=[O:23])(=[O:24])([OH:25])[OH:26]>>[Cl:1][c:2]1[c:3](-[c:12]2[c:13]([F:21])[cH:14][c:15]([Cl:20])[c:16]([O:18][CH3:19])[c:17]2[N+:28](=[O:27])[O-:29])[n:4][n:5]([CH3:11])[c:6]1[C:7]([F:8])([F:9])[F:10]. The reactants are BrC1=CC=C(C=C1)S(=O)(=O)N (4-bromobenzenesulfonamide), C(#C)N1C2=C(C=3C=C(C=CC13)C)CN(CC2)C (5-ethynyl-2,8-dimethyl-2,3,4,5-tetrahydro-1H-pyrido[4,3-b]indole), CCCC[N+](CCCC)(CCCC)CCCC.[F-] (TBAF), dichloro bis(triphenyl phosphine) palladium (II). Solvent: O (water). Yields the product CN1CC2=C(N(C=3C=CC(=CC23)C)C#CC2=CC=C(C=C2)S(=O)(=O)N)CC1 (4-(2,8-dimethyl-1,2,3,4-tetrahydro-pyrido[4,3-b]indol-5-ylethynyl)-benzenesulfonamide). As a reaction SMILES: Br[C:2]1[CH:7]=[CH:6][C:5]([S:8]([NH2:11])(=[O:10])=[O:9])=[CH:4][CH:3]=1.[C:12]([N:14]1[C:22]2[CH:21]=[CH:20][C:19]([CH3:23])=[CH:18][C:17]=2[C:16]2[CH2:24][N:25]([CH3:28])[CH2:26][CH2:27][C:15]1=2)#[CH:13].CCCC[N+](CCCC)(CCCC)CCCC.[F-]>O>[CH3:28][N:25]1[CH2:26][CH2:27][C:15]2[N:14]([C:12]#[C:13][C:2]3[CH:7]=[CH:6][C:5]([S:8]([NH2:11])(=[O:10])=[O:9])=[CH:4][CH:3]=3)[C:22]3[CH:21]=[CH:20][C:19]([CH3:23])=[CH:18][C:17]=3[C:16]=2[CH2:24]1 |f:2.3|. Procedure: A mixture of 4-bromobenzenesulfonamide (200 mg, 0.84 mmol), 5-ethynyl-2,8-dimethyl-2,3,4,5-tetrahydro-1H-pyrido[4,3-b]indole (391 mg, 1.0 mmol), TBAF.3H2O (793 mg, 2.5 mmol) and dichloro bis(triphenyl phosphine) palladium (II) (29 mg, 0.042 mmol) was stirred at 85° C. for 10 min. The reaction mixture was poured into water and extracted with EtOAc (3×50 mL). The organic layer was washed with water (3×100 mL), dried over anhydrous sodium sulfate and concentrated to afford crude material, which was... Reactants: E1, ClC1=C(C=C(C=C1)OC1=C(C#N)C=C(C=C1)COC=1NC(N=CC1)=O)C(F)(F)F (2-{[4-chloro-3-(trifluoromethyl)phenyl]oxy}-5-{[(2-oxo-2,3-dihydro-4-pyrimidinyl)oxy]methyl}benzonitrile), BrCC (bromoethane). Product: ClC1=C(C=C(C=C1)OC1=C(C#N)C=C(C=C1)COC1=NC(N(C=C1)CC)=O)C(F)(F)F (2-{[4-Chloro-3-(trifluoromethyl)phenyl]oxy}-5-{[(1-ethyl-2-oxo-1,2-dihydro-4-pyrimidinyl)oxy]methyl}benzonitrile). Reaction SMILES: [Cl:1][C:2]1[CH:7]=[CH:6][C:5]([O:8][C:9]2[CH:16]=[CH:15][C:14]([CH2:17][O:18][C:19]3[NH:20][C:21](=[O:25])[N:22]=[CH:23][CH:24]=3)=[CH:13][C:10]=2[C:11]#[N:12])=[CH:4][C:3]=1[C:26]([F:29])([F:28])[F:27].Br[CH2:31][CH3:32]>>[Cl:1][C:2]1[CH:7]=[CH:6][C:5]([O:8][C:9]2[CH:16]=[CH:15][C:14]([CH2:17][O:18][C:19]3[CH:24]=[CH:23][N:22]([CH2:31][CH3:32])[C:21](=[O:25])[N:20]=3)=[CH:13][C:10]=2[C:11]#[N:12])=[CH:4][C:3]=1[C:26]([F:27])([F:29])[F:28]. Procedure: The title compound was prepared by a procedure similar to that described for E1 starting from 2-{[4-chloro-3-(trifluoromethyl)phenyl]oxy}-5-{[(2-oxo-2,3-dihydro-4-pyrimidinyl)oxy]methyl}benzonitrile and bromoethane. LC-MS (ESI): m/z 450 [M+H]+; 4.11 min (ret time).